Dataset: the Open Reaction Database (ORD), a public repository of structured organic reaction records. Task: describe an organic reaction: reactants, conditions, products, and yield Reactants: CC(C(=O)OC(C)(C)C)N1OCC(O)C(N=[N+]=[N-])C1=O, ClCCl, O=C(O)C(F)(F)F. Product: CC(C(=O)O)N1OCC(O)C(N=[N+]=[N-])C1=O. As a reaction SMILES: [C:1]([CH3:2])([CH3:3])([CH3:4])[O:5][C:6](=[O:7])[CH:8]([CH3:9])[N:10]1[O:11][CH2:12][CH:13]([OH:20])[CH:14]([N:17]=[N+:18]=[N-:19])[C:15]1=[O:16].[Cl:28][CH2:29][Cl:30].[OH:21][C:22]([C:23]([F:24])([F:25])[F:26])=[O:27]>>[O:5]=[C:6]([OH:7])[CH:8]([CH3:9])[N:10]1[O:11][CH2:12][CH:13]([OH:20])[CH:14]([N:17]=[N+:18]=[N-:19])[C:15]1=[O:16]. Reactants: CC1=CC(=NN1)C(=O)C=1C=CC2=C(N(CC3=C(N2)N=C(C=C3)C(F)(F)F)S(=O)(=O)C3=CC=C(C=C3)OC(F)(F)F)C1 ((5-Methyl-1H-pyrazol-3-yl)[6-{[4-(trifluoromethoxy)phenyl]sulfonyl}-2-(trifluoromethyl)-6,11-dihydro-5H-pyrido[2,3-b][1,5]benzodiazepin-8-yl]methanone), IC=1C=CC2=C(N(CC3=C(N2)N=C(C=C3)C(F)(F)F)S(=O)(=O)C3=CC=C(C=C3)OC(F)(F)F)C1 (8-iodo-2-(trifluoromethyl)-6-{[4-(trifluoromethoxy)phenyl]-sulfonyl}-6,11-dihydro-5H-pyrido[2,3-b][1,5]benzodiazepine), IC=1C=CC2=C(N(CC3=C(N2)N=C(C=C3)C(F)(F)F)S(=O)(=O)C3=CC=C(C=C3)OC(F)(F)F)C1 (8-iodo-2-(trifluoromethyl)-6-{[4-(trifluoromethoxy)phenyl]-sulfonyl}-6,11-dihydro-5H-pyrido[2,3-b][1,5]benzodiazepine), C(C)(C)[Mg]Cl (isopropyl magnesium chloride), CON(C(=O)C1=NNC(=C1)C)C (N-methoxy-N,5-dimethyl-1H-pyrazole-3-carboxamide). Run in C1CCOC1 (THF), C1CCOC1 (THF), C1(=CC=CC=C1)C (toluene). Run at temperature 0 celsius, time 30 minute. Yields the product CC1=CC(=NN1)C(C)(O)C=1C=CC2=C(N(CC3=C(N2)N=C(C=C3)C(F)(F)F)S(=O)(=O)C3=CC=C(C=C3)OC(F)(F)F)C1 (1-(5-Methyl-1H-pyrazol-3-yl)-1-[6-{[4-(trifluoromethoxy)phenyl]sulfonyl}-2-(trifluoromethyl)-6,11-dihydro-5H-pyrido[2,3-b][1,5]benzodiazepin-8-yl]ethanol). Reaction SMILES: [CH3:1][C:2]1[NH:6][N:5]=[C:4]([C:7]([C:9]2[CH:10]=[CH:11][C:12]3[NH:18][C:17]4[N:19]=[C:20]([C:23]([F:26])([F:25])[F:24])[CH:21]=[CH:22][C:16]=4[CH2:15][N:14]([S:27]([C:30]4[CH:35]=[CH:34][C:33]([O:36][C:37]([F:40])([F:39])[F:38])=[CH:32][CH:31]=4)(=[O:29])=[O:28])[C:13]=3[CH:41]=2)=[O:8])[CH:3]=1.I[C:43]1C=CC2NC3N=C(C(F)(F)F)C=CC=3CN(S(C3C=CC(OC(F)(F)F)=CC=3)(=O)=O)C=2C=1.C([Mg]Cl)(C)C.CON(C)C(C1C=C(C)NN=1)=O>C1COCC1.C1(C)C=CC=CC=1>[CH3:1][C:2]1[NH:6][N:5]=[C:4]([C:7]([C:9]2[CH:10]=[CH:11][C:12]3[NH:18][C:17]4[N:19]=[C:20]([C:23]([F:24])([F:25])[F:26])[CH:21]=[CH:22][C:16]=4[CH2:15][N:14]([S:27]([C:30]4[CH:35]=[CH:34][C:33]([O:36][C:37]([F:39])([F:40])[F:38])=[CH:32][CH:31]=4)(=[O:29])=[O:28])[C:13]=3[CH:41]=2)([OH:8])[CH3:43])[CH:3]=1. Procedure details: (5-Methyl-1H-pyrazol-3-yl)[6-{[4-(trifluoromethoxy)phenyl]sulfonyl}-2-(trifluoromethyl)-6,11-dihydro-5H-pyrido[2,3-b][1,5]benzodiazepin-8-yl]methanone To a solution of 8-iodo-6-{[4-(trifluoromethoxy)phenyl]sulfonyl}-2-(trifluoromethyl)-6,11-dihydro-5H-pyrido[2,3-b][1,5]benzodiazepine (950 mg, 1.544 mmol, intermediate 61) in 5 ml of THF was added a solution of isopropyl magnesium chloride (3.47 ml, 6.95 mmol) in THF (2M) at 0° C. The solution was stirred at 0° C. for 30 min, then a mixture of N-m... Procedure details: To a stirred mixture of 5.5 parts of 4-(methoxymethyl)-1-(1-methylethyl)-N-phenyl-4-piperidinamine in 56 parts of benzene is added dropwise a solution of 13.8 parts of benzenacetyl chloride in 45 parts of benzene at 26°-32° C. Upon completion, stirring is continued first for one hour at 26°-32° C. and further for 3.60 hours at 38°-55° C. After cooling, the precipitated product is filtered off and converted into the hydrochloride salt in a mixture of 2-propanol and 2-propanone (5:1 by volume). Th... Yields the product Cl.COCC1(CCN(CC1)C(C)C)N(C(CC1=CC=CC=C1)=O)C1=CC=CC=C1 (N- [4-(methoxymethyl)-1-(1-methylethyl)-4-piperidinyl]-N-phenylbenzeneacetamide hydrochloride). Reaction SMILES: [CH3:1][O:2][CH2:3][C:4]1([NH:13][C:14]2[CH:19]=[CH:18][CH:17]=[CH:16][CH:15]=2)[CH2:9][CH2:8][N:7]([CH:10]([CH3:12])[CH3:11])[CH2:6][CH2:5]1.[C:20]1([CH2:26][C:27]([Cl:29])=[O:28])[CH:25]=[CH:24][CH:23]=[CH:22][CH:21]=1>C1C=CC=CC=1>[ClH:29].[CH3:1][O:2][CH2:3][C:4]1([N:13]([C:14]2[CH:15]=[CH:16][CH:17]=[CH:18][CH:19]=2)[C:27](=[O:28])[CH2:26][C:20]2[CH:25]=[CH:24][CH:23]=[CH:22][CH:21]=2)[CH2:9][CH2:8][N:7]([CH:10]([CH3:12])[CH3:11])[CH2:6][CH2:5]1 |f:3.4|. Reaction conditions: time 3.6 hour. Solvent: C1=CC=CC=C1 (benzene), C1=CC=CC=C1 (benzene). Starting materials: 13.8, C1(=CC=CC=C1)CC(=O)Cl (benzenacetyl chloride), COCC1(CCN(CC1)C(C)C)NC1=CC=CC=C1 (4-(methoxymethyl)-1-(1-methylethyl)-N-phenyl-4-piperidinamine). Reactants: solution, [OH-].[K+] (KOH), C(C)(C)C=1SC=C(C1)C=O (2-isopropyl-4-thiophene carboxaldehyde). Reagents/catalysts: [N+](=O)([O-])[O-].[Ag+] (AgNO3). The solvent is C(C)O (ethanol). Reaction conditions: time 2 hour. Product: C(C)(C)C=1SC=C(C1)C(=O)O (2-Isopropyl-4-thiophene carboxylic acid). The yield is 81.5%. RXN SMILES: [OH-:1].[K+].[CH:3]([C:6]1[S:7][CH:8]=[C:9]([CH:11]=[O:12])[CH:10]=1)([CH3:5])[CH3:4]>C(O)C.[N+]([O-])([O-])=O.[Ag+]>[CH:3]([C:6]1[S:7][CH:8]=[C:9]([C:11]([OH:1])=[O:12])[CH:10]=1)([CH3:5])[CH3:4] |f:0.1,4.5|. Procedure details: A solution of AgNO3 (1.01 g, 5.92 mmol)in 10 mL of H20 and 15 mL of a solution of KOH (1.63 g, 40.8 mmol) were sequentially added to a solution of 760 mg (4.9 mmol) of 2-isopropyl-4-thiophene carboxaldehyde, from step 34a above, in 25 mL of ethanol. The resulting black mixture was stirred at room temperature for 2 hours and filtered. The filtrate was washed with ether, then acidified with 6N HCl and extracted with ether. The extract was washed with H2O and brine, dried over MgSO4 and concentrate... The reactants are C(C)(=O)SCC(C(=O)N1[C@H](C(=O)O)CCC1)CCC(C(C)C)O (1-[2-(acetylthiomethyl)-5-hydroxy-6-methylheptanoyl]-L-proline), 1-3-acetylthio-2-(methylthiomethyl)propanoyl, N1[C@H](C(=O)O)CCC1 (L-proline). The product is SCC(C(=O)N1[C@H](C(=O)O)CCC1)CCC(C(C)C)O (1-[2-mercaptomethyl-5-hydroxy-6-methylheptanoyl]-L-proline). As a reaction SMILES: C([S:4][CH2:5][CH:6]([CH2:17][CH2:18][CH:19]([OH:23])[CH:20]([CH3:22])[CH3:21])[C:7]([N:9]1[CH2:16][CH2:15][CH2:14][C@H:10]1[C:11]([OH:13])=[O:12])=[O:8])(=O)C.N1CCC[C@H]1C(O)=O>>[SH:4][CH2:5][CH:6]([CH2:17][CH2:18][CH:19]([OH:23])[CH:20]([CH3:21])[CH3:22])[C:7]([N:9]1[CH2:16][CH2:15][CH2:14][C@H:10]1[C:11]([OH:13])=[O:12])=[O:8]. Procedure: By substituting 1-[2-(acetylthiomethyl)-5-hydroxy-6-methylheptanoyl]-L-proline for the 1-3-acetylthio-2-(methylthiomethyl)propanoyl]-L-proline in the procedure of Example 17, 1-[2-mercaptomethyl-5-hydroxy-6-methylheptanoyl]-L-proline is obtained.